From a dataset of the Open Reaction Database (ORD), a public repository of structured organic reaction records. describe an organic reaction: reactants, conditions, products, and yield The reactants are N#CC1=CN(C=2C=CC=CC12)[Si](C(C)C)(C(C)C)C(C)C. Reagents/catalysts: O1B(OC(C)(C)C1(C)C)B2OC(C)(C)C(O2)(C)C, N=1C=CC=C2C=CC=3C=CC=NC3C12, O1BOC(C)(C)C1(C)C, C[OH2+].C[OH2+].C1CC=CCCC=C1.C1CC=CCCC=C1.[Ir].[Ir]. The solvent is CCCCCC. Conditions: temperature 50 celsius, time 24 hour. The product is N#CC1=CN(C=2C=C(C=CC12)B3OC(C)(C)C(O3)(C)C)[Si](C(C)C)(C(C)C)C(C)C, N#CC1=CN(C=2C=CC(=CC12)B3OC(C)(C)C(O3)(C)C)[Si](C(C)C)(C(C)C)C(C)C. The yield is 6.0%. The reactants are CCOC(C)=O, CCO, CCN(C(C)C)C(C)C, COc1cc(Cl)nc(N)n1. Product: COc1ccnc(N)n1. RXN SMILES: [CH3:20][CH2:21][O:22][C:23]([CH3:24])=[O:25].[CH3:26][CH2:27][OH:28].[CH:11]([N:12]([CH:13]([CH3:14])[CH3:15])[CH2:16][CH3:17])([CH3:18])[CH3:19].[Cl:1][c:2]1[n:3][c:4]([NH2:10])[n:5][c:6]([O:8][CH3:9])[cH:7]1>>[cH:2]1[n:3][c:4]([NH2:10])[n:5][c:6]([O:8][CH3:9])[cH:7]1. Starting materials: ClCCl (dichloromethane), CN(CCNC(=O)C=1C(=C(C(=NC1)C)OC1=CC(=NC=C1Br)NC1=NC(=NS1)C1CCN(CC1)C(=O)OC(C)(C)C)C)C (tert-Butyl 4-(5-(4-(5-((2-(dimethylamino)ethyl)carbamoyl)-2,4-dimethylpyridin-3-yloxy)-5-bromopyridin-2-ylamino)-1,2,4-thiadiazol-3-yl)piperidine-1-carboxylate), Cl (HCl). Solvent: CO (methanol). Conditions: time 8 hour. Product: Cl.Cl.BrC=1C(=CC(=NC1)NC1=NC(=NS1)C1CCNCC1)OC=1C(=NC=C(C(=O)NCCN(C)C)C1C)C (5-(5-bromo-2-(3-(piperidin-4-yl)-1,2,4-thiadiazol-5-ylamino)pyridin-4-yloxy)-N-(2-(dimethylamino)ethyl)-4,6-dimethylnicotin-amide dihydrochloride). The yield is 100.0%. RXN SMILES: [CH3:1][N:2]([CH3:43])[CH2:3][CH2:4][NH:5][C:6]([C:8]1[C:9]([CH3:42])=[C:10]([O:15][C:16]2[C:21]([Br:22])=[CH:20][N:19]=[C:18]([NH:23][C:24]3[S:28][N:27]=[C:26]([CH:29]4[CH2:34][CH2:33][N:32](C(OC(C)(C)C)=O)[CH2:31][CH2:30]4)[N:25]=3)[CH:17]=2)[C:11]([CH3:14])=[N:12][CH:13]=1)=[O:7].[Cl:44]CCl.[ClH:47]>CO>[ClH:44].[ClH:47].[Br:22][C:21]1[C:16]([O:15][C:10]2[C:11]([CH3:14])=[N:12][CH:13]=[C:8]([C:9]=2[CH3:42])[C:6]([NH:5][CH2:4][CH2:3][N:2]([CH3:1])[CH3:43])=[O:7])=[CH:17][C:18]([NH:23][C:24]2[S:28][N:27]=[C:26]([CH:29]3[CH2:30][CH2:31][NH:32][CH2:33][CH2:34]3)[N:25]=2)=[N:19][CH:20]=1 |f:4.5.6|. Procedure details: tert-Butyl 4-(5-(4-(5-((2-(dimethylamino)ethyl)carbamoyl)-2,4-dimethylpyridin-3-yloxy)-5-bromopyridin-2-ylamino)-1,2,4-thiadiazol-3-yl)piperidine-1-carboxylate (0.025 g, 0.037 mmol) was dissolved in a mixture of methanol:dichloromethane (1 mL each). HCl (4N in dioxane, 0.5 mL, 2.0 mmol) was added. The reaction stirred overnight. The solution was concentrated to give 5-(5-bromo-2-(3-(piperidin-4-yl)-1,2,4-thiadiazol-5-ylamino)pyridin-4-yloxy)-N-(2-(dimethylamino)ethyl)-4,6-dimethylnicotin-amide d... The reactants are Cl.O1CCOCC1 (HCl dioxane), ice water, crude product, Cl.C(C)(C)(C)OC(CN1C([C@@H](NCC1)CC(=O)OC(C)(C)C)=O)=O ((S)-2-oxopiperazine-1,3-diacetic acid di-t-butyl ester hydrochloride), C(C1=CC=CC=C1)OC(=O)NCC(=O)O (N-benzyloxycarbonyl glycine), C(#N)P(OCC)(OCC)=O (diethyl cyanophosphonate). The reagents and catalysts are [C].[Pd] (palladium-carbon). Run in CO (methanol), CN(C=O)C (dimethylformamide), C(C)N(CC)CC (triethylamine). Reaction conditions: temperature 0 celsius, time 3 hour. Yields the product Cl.C(C)(C)(C)OC(CN1C([C@@H](N(CC1)C(CN)=O)CC(=O)OC(C)(C)C)=O)=O ((S)-4-Glycyl-2-oxopiperazine-1,3-diacetic acid di t-butyl ester hydrochloride). Yield: 60.8%. RXN SMILES: [ClH:1].[C:2]([O:6][C:7](=[O:24])[CH2:8][N:9]1[CH2:14][CH2:13][NH:12][C@@H:11]([CH2:15][C:16]([O:18][C:19]([CH3:22])([CH3:21])[CH3:20])=[O:17])[C:10]1=[O:23])([CH3:5])([CH3:4])[CH3:3].C(OC([NH:35][CH2:36][C:37](O)=[O:38])=O)C1C=CC=CC=1.C(P(=O)(OCC)OCC)#N.Cl.O1CCOCC1>CO.[C].[Pd].C(N(CC)CC)C.CN(C)C=O>[ClH:1].[C:2]([O:6][C:7](=[O:24])[CH2:8][N:9]1[CH2:14][CH2:13][N:12]([C:37](=[O:38])[CH2:36][NH2:35])[C@@H:11]([CH2:15][C:16]([O:18][C:19]([CH3:22])([CH3:21])[CH3:20])=[O:17])[C:10]1=[O:23])([CH3:4])([CH3:3])[CH3:5] |f:0.1,4.5,7.8,11.12|. Procedure details: To a mixture of 3.7 g of (S)-2-oxopiperazine-1,3-diacetic acid di-t-butyl ester hydrochloride, 3.3 g of N-benzyloxycarbonyl glycine and 10 ml of dimethylformamide were added dropwise, while stirring at 0° C., 3.1 g of diethyl cyanophosphonate then 3.2 g of triethylamine in the course of 10 minutes. The mixture was stirred for one hour at the same temperature then for 3 hours at room temperature. The reaction mixture was poured into ice-water, which was subjected to extraction with ethyl acetate.... The reactants are O=C=O, COC(OC)c1cc(F)cc(C(C)(C)C)c1, C1CCOC1, Cl. Product: COC(OC)c1cc(C(C)(C)C)cc(F)c1C(=O)O. RXN SMILES: [C:17](=[O:18])=[O:19].[C:1]([CH3:2])([CH3:3])([CH3:4])[c:5]1[cH:6][c:7]([CH:12]([O:13][CH3:14])[O:15][CH3:16])[cH:8][c:9]([F:11])[cH:10]1.[CH2:21]1[O:22][CH2:23][CH2:24][CH2:25]1.[ClH:20]>>[C:1]([CH3:2])([CH3:3])([CH3:4])[c:5]1[cH:6][c:7]([CH:12]([O:13][CH3:14])[O:15][CH3:16])[c:8]([C:17](=[O:18])[OH:19])[c:9]([F:11])[cH:10]1. Procedure details: Ethyl (Z)-2-(decahydronaphth-2-yloxyimino)-3-oxobutyrate (1.7 g) in carbon tetrachloride (10 ml) was treated with bromine (0.29 ml). The mixture was stirred at room temperature for lh, then the solvent was evaporated under reduced pressure. The residue was dissolved in ether, washed with water, dried (MgSO4) and evaporated under reduced pressure. The title compound (0.7 g) was isolated by flash chromatography on silica eluting with chloroform:carbon tetrachloride. δH (CDCl3) 1.33 (3H, t), 1.10-2... As a reaction SMILES: [CH2:1]1[CH:10]2[CH:5]([CH2:6][CH2:7][CH2:8][CH2:9]2)[CH2:4][CH2:3][CH:2]1[O:11]/[N:12]=[C:13](/[C:19](=[O:21])[CH3:20])\[C:14]([O:16][CH2:17][CH3:18])=[O:15].[Br:22]Br>C(Cl)(Cl)(Cl)Cl>[Br:22][CH2:20][C:19](=[O:21])/[C:13](=[N:12]/[O:11][CH:2]1[CH2:3][CH2:4][CH:5]2[CH:10]([CH2:9][CH2:8][CH2:7][CH2:6]2)[CH2:1]1)/[C:14]([O:16][CH2:17][CH3:18])=[O:15]. Product: BrCC(/C(/C(=O)OCC)=N/OC1CC2CCCCC2CC1)=O (Ethyl 4-bromo-(Z)-2-(decahydronaphth-2-yloxyimino)-3-oxobutyrate). Starting materials: C1C(CCC2CCCCC12)O\N=C(/C(=O)OCC)\C(C)=O (Ethyl (Z)-2-(decahydronaphth-2-yloxyimino)-3-oxobutyrate), BrBr (bromine). Solvent: C(Cl)(Cl)(Cl)Cl (carbon tetrachloride).